The task is: describe an organic reaction: reactants, conditions, products, and yield. This data is from the Open Reaction Database (ORD), a public repository of structured organic reaction records. Starting materials: C(C)C1=C(C2=C(N=C(N2)C)C=C1)N1C(OC(C1)CI)=O ((±)-3-(5'-1-ethyl-2-methylbenzimidazolyl)-5-(iodomethyl)oxazolidin-2-one), [N-]=[N+]=[N-].[Na+] (sodium azide), C(C)(=O)OCC (ethyl acetate). Solvent: CC(=O)C.O (acetone water). The product is C(C)C1=C(C2=C(N=C(N2)C)C=C1)N1C(OC(C1)CN=[N+]=[N-])=O ((±)-3-(5'-1-Ethyl-2-methylbenzimidazolyl)-5-(azidomethyl)oxazolidin-2-one). Reaction SMILES: [CH2:1]([C:3]1[CH:12]=[CH:11][C:6]2[N:7]=[C:8]([CH3:10])[NH:9][C:5]=2[C:4]=1[N:13]1[CH2:17][CH:16]([CH2:18]I)[O:15][C:14]1=[O:20])[CH3:2].[N-:21]=[N+:22]=[N-:23].[Na+].C(OCC)(=O)C>CC(C)=O.O>[CH2:1]([C:3]1[CH:12]=[CH:11][C:6]2[N:7]=[C:8]([CH3:10])[NH:9][C:5]=2[C:4]=1[N:13]1[CH2:17][CH:16]([CH2:18][N:21]=[N+:22]=[N-:23])[O:15][C:14]1=[O:20])[CH3:2] |f:1.2,4.5|. Reported procedure: A mixture of (±)-3-(5'-1-ethyl-2-methylbenzimidazolyl)-5-(iodomethyl) oxazolidin-2-one (XXXVIII, EXAMPLE 69, 0.531 g) and sodium azide (0.618 g) are stirred in acetone/water (2/1, 30 ml) at reflux under a nitrogen overnight. After this time the mixture is poured into ethyl acetate and the layers are separated. The aqueous layer is then extracted with ethyl acetate (2×). All organic layers are combined, dried over magnesium sulfate and concentrated under reduced pressure to give an oil. A small a...